The task is: describe an organic reaction: reactants, conditions, products, and yield. This data is from the Open Reaction Database (ORD), a public repository of structured organic reaction records. Starting materials: CCC(O)CC, CCn1nc(Cl)c2ccn(-c3ccc(C)cc3C)c2c1=O, [H-], [Na+], CN(C)C=O, O. Yields the product CCC(CC)Oc1nn(CC)c(=O)c2c1ccn2-c1ccc(C)cc1C. Reaction SMILES: [CH3:1][CH2:2][CH:3]([CH2:4][CH3:5])[OH:6].[Cl:9][c:10]1[c:11]2[c:12]([c:13](=[O:18])[n:14]([CH2:16][CH3:17])[n:15]1)[n:19](-[c:22]1[c:23]([CH3:29])[cH:24][c:25]([CH3:28])[cH:26][cH:27]1)[cH:20][cH:21]2.[H-:7].[Na+:8].[O:30]=[CH:31][N:32]([CH3:33])[CH3:34].[OH2:35]>>[CH3:1][CH2:2][CH:3]([CH2:4][CH3:5])[O:6][c:10]1[c:11]2[c:12]([c:13](=[O:18])[n:14]([CH2:16][CH3:17])[n:15]1)[n:19](-[c:22]1[c:23]([CH3:29])[cH:24][c:25]([CH3:28])[cH:26][cH:27]1)[cH:20][cH:21]2. Reactants: C(C1=CC=C(C=C1)OC)(=O)O (anisic acid), C(C)(=O)O (acetic acid), BrBr (bromine), C(C)(=O)O (acetic acid), O (water). Product: BrC1=C(C(=O)O)C=C(C=C1)OC (2-bromo-5-methoxybenzoic acid). RXN SMILES: [C:1]([OH:11])(=[O:10])[C:2]1[CH:7]=[CH:6][C:5](OC)=[CH:4][CH:3]=1.[Br:12]Br.O.[C:15]([OH:18])(=O)C>>[Br:12][C:7]1[CH:6]=[CH:5][C:4]([O:18][CH3:15])=[CH:3][C:2]=1[C:1]([OH:11])=[O:10]. Procedure details: To a three-necked flask equipped with a mechanical stirrer and condenser, 100 g of anisic acid and 600 ml of glacial acetic acid were added. A solution of 106 g of bromine in 300 ml of acetic acid was added, followed by the addition of water. The mixture was heated to boiling and allowed to cool. Approximately 130 g of 2-bromo-5-methoxybenzoic acid was obtained as fine needle crystals. The reactants are COC1=NC(=CC=C1)C (2-methoxy-6-methylpyridine), P(=O)(O)([O-])[O-].[Na+].[Na+] (disodium hydrogen phosphate), BrBr (Bromine). Run in O (water). Reaction conditions: time 4 hour. Product: COC1=CC=C(C(=N1)C)Br (6-Methoxy-3-bromo-2-methylpyridine). Isolated yield 55.2%. As a reaction SMILES: [CH3:1][O:2][C:3]1[CH:8]=[CH:7][CH:6]=[C:5]([CH3:9])[N:4]=1.P([O-])([O-])(O)=O.[Na+].[Na+].[Br:17]Br>O>[CH3:1][O:2][C:3]1[N:4]=[C:5]([CH3:9])[C:6]([Br:17])=[CH:7][CH:8]=1 |f:1.2.3|. Reported procedure: A mixture of 2-methoxy-6-methylpyridine (17.0 g, 138 mmol) and a solution of disodium hydrogen phosphate (0.15M in water, 250 mL) was stirred at room temperature. Bromine (7.1 mL, 138 mmol) was added dropwise over 15 min via an addition funnel. The reaction mixture was then stirred at room temperature for 4 h. The clear colorless solution was diluted with water (500 mL) and extracted with dichloromethane (200 mL) three times. The combined organic layers were dried over MgSO4, filtered and solven...